From a dataset of the Open Reaction Database (ORD), a public repository of structured organic reaction records. describe an organic reaction: reactants, conditions, products, and yield The product is Cc1ncn(-c2ccc([N+](=O)[O-])cc2F)n1. As a reaction SMILES: [C:18](=[O:19])([OH:20])[O-:21].[CH3:1][c:2]1[n:3][nH:4][cH:5][n:6]1.[CH3:24][S:25]([CH3:26])=[O:27].[F:7][c:8]1[c:9]([F:17])[cH:10][c:11]([N+:14](=[O:15])[O-:16])[cH:12][cH:13]1.[Na+:22].[OH2:23]>>[CH3:1][c:2]1[n:3][n:4](-[c:8]2[c:9]([F:17])[cH:10][c:11]([N+:14](=[O:15])[O-:16])[cH:12][cH:13]2)[cH:5][n:6]1. Reactants: O=C([O-])O, Cc1nc[nH]n1, CS(C)=O, O=[N+]([O-])c1ccc(F)c(F)c1, [Na+], O. Starting materials: CCOC(=O)CCc1cn(CC(=O)N(C)CCc2ccccc2)c2ccc(OCc3ccccc3)cc12, CCO, [K+], [OH-], O. The product is CN(CCc1ccccc1)C(=O)Cn1cc(CCC(=O)O)c2cc(OCc3ccccc3)ccc21. As a reaction SMILES: [CH3:1][N:2]([C:3]([CH2:4][n:5]1[cH:6][c:7]([CH2:22][CH2:23][C:24](=[O:25])[O:26][CH2:27][CH3:28])[c:8]2[cH:9][c:10]([O:14][CH2:15][c:16]3[cH:17][cH:18][cH:19][cH:20][cH:21]3)[cH:11][cH:12][c:13]12)=[O:29])[CH2:30][CH2:31][c:32]1[cH:33][cH:34][cH:35][cH:36][cH:37]1.[CH3:40][CH2:41][OH:42].[K+:39].[OH-:38].[OH2:43]>>[CH3:1][N:2]([C:3]([CH2:4][n:5]1[cH:6][c:7]([CH2:22][CH2:23][C:24](=[O:25])[OH:26])[c:8]2[cH:9][c:10]([O:14][CH2:15][c:16]3[cH:17][cH:18][cH:19][cH:20][cH:21]3)[cH:11][cH:12][c:13]12)=[O:29])[CH2:30][CH2:31][c:32]1[cH:33][cH:34][cH:35][cH:36][cH:37]1. Procedure: Trans-methyl 2-(4-fluorophenethyl)-4-(3-oxo-2,3-dihydroisoxazol-5-yl)piperidine-1-carboxylate (137 mg, 0.39 mmol) dissolved in hydrogen bromide (33% in acetic acid, 3.1 mL, 17.70 mmol) to give a yellow solution. The mixture was stirred at room temperature for 16 h, the solvent was evaporated and the residue purified by preparative HPLC (Instrument: FractionLynx II, Mobilphase: gradient 5-95% MeCN in 0.2% NH3, pH 10, Column: Xbridge Prep C18 5 μm OBD 19*150 mm) to yield 5-(trans-2-(4-fluorophenet... Run at time 16 hour. Starting materials: FC1=CC=C(CC[C@@H]2N(CC[C@H](C2)C2=CC(NO2)=O)C(=O)OC)C=C1 (Trans-methyl 2-(4-fluorophenethyl)-4-(3-oxo-2,3-dihydroisoxazol-5-yl)piperidine-1-carboxylate), Br (hydrogen bromide). Isolated yield 70.7%. The product is FC1=CC=C(CC[C@@H]2NCC[C@H](C2)C2=CC(NO2)=O)C=C1 (5-(trans-2-(4-fluorophenethyl)piperidin-4-yl)isoxazol-3(2H)-one). Reaction SMILES: [F:1][C:2]1[CH:25]=[CH:24][C:5]([CH2:6][CH2:7][C@H:8]2[CH2:13][C@H:12]([C:14]3[O:18][NH:17][C:16](=[O:19])[CH:15]=3)[CH2:11][CH2:10][N:9]2C(OC)=O)=[CH:4][CH:3]=1.Br>>[F:1][C:2]1[CH:3]=[CH:4][C:5]([CH2:6][CH2:7][C@H:8]2[CH2:13][C@H:12]([C:14]3[O:18][NH:17][C:16](=[O:19])[CH:15]=3)[CH2:11][CH2:10][NH:9]2)=[CH:24][CH:25]=1. The reactants are FC1=C(CN)C(=CC(=C1)F)F (2,4,6-trifluorobenzylamine), ClC1=NC=CC(=N1)Cl (2,4-dichloropyrimidine), CCN(C(C)C)C(C)C (DIPEA). Solvent: CC(C)O (IPA). Run at time 8 hour. Yields the product ClC1=NC=CC(=N1)NCC1=C(C=C(C=C1F)F)F (2-chloro-N-(2,4,6-trifluorobenzyl)pyrimidin-4-amine). Reaction SMILES: [F:1][C:2]1[CH:9]=[C:8]([F:10])[CH:7]=[C:6]([F:11])[C:3]=1[CH2:4][NH2:5].[Cl:12][C:13]1[N:18]=[C:17](Cl)[CH:16]=[CH:15][N:14]=1.CCN(C(C)C)C(C)C>CC(O)C>[Cl:12][C:13]1[N:18]=[C:17]([NH:5][CH2:4][C:3]2[C:2]([F:1])=[CH:9][C:8]([F:10])=[CH:7][C:6]=2[F:11])[CH:16]=[CH:15][N:14]=1. Procedure: 2,4,6-trifluorobenzylamine (5 g, 31 mmol) was added dropwise to a stirred suspension of 2,4-dichloropyrimidine (4.6 g, 31 mmol) and DIPEA (5.4 mL, 62 mmol) in IPA (100 mL) at 0° C. then the reaction mixture was warmed to room temperature and stirred overnight. The precipitate was collected and washed with diethyl ether to afford the first crop of 2-chloro-N-(2,4,6-trifluorobenzyl)pyrimidin-4-amine IV-1. The filtrate was concentrated and purified by column chromatography (0-30% v/v ethyl acetate/... Starting materials: BrCCBr, CCCc1cc(OC(C)(C)C(=O)OCC)ccc1O, CCO, [K+], [K+], [Na+], [Na+], O=S(=O)([O-])[O-], O=C([O-])[O-]. Product: CCCc1cc(OC(C)(C)C(=O)OCC)ccc1OCCBr. RXN SMILES: [Br:33][CH2:34][CH2:35][Br:36].[CH2:1]([CH3:2])[O:3][C:4]([C:5]([CH3:6])([CH3:7])[O:8][c:9]1[cH:10][c:11]([CH2:16][CH2:17][CH3:18])[c:12]([OH:15])[cH:13][cH:14]1)=[O:19].[CH3:37][CH2:38][OH:39].[K+:27].[K+:28].[Na+:20].[Na+:21].[O-:22][S:23]([O-:24])(=[O:25])=[O:26].[O-:29][C:30]([O-:31])=[O:32]>>[CH2:1]([CH3:2])[O:3][C:4]([C:5]([CH3:6])([CH3:7])[O:8][c:9]1[cH:10][c:11]([CH2:16][CH2:17][CH3:18])[c:12]([O:15][CH2:35][CH2:34][Br:33])[cH:13][cH:14]1)=[O:19]. Reactants: O=C([O-])O, C1COCCO1, NC(=O)Nc1[nH]c2cc(Br)ccc2c1C(N)=O, [Na+], O, OB(O)c1ccc(F)cc1, c1ccc(P(c2ccccc2)(c2ccccc2)[Pd](P(c2ccccc2)(c2ccccc2)c2ccccc2)(P(c2ccccc2)(c2ccccc2)c2ccccc2)P(c2ccccc2)(c2ccccc2)c2ccccc2)cc1. Product: NC(=O)Nc1[nH]c2cc(-c3ccc(F)cc3)ccc2c1C(N)=O. RXN SMILES: [C:18](=[O:19])([O-:20])[OH:21].[CH2:34]1[O:35][CH2:36][CH2:37][O:38][CH2:39]1.[NH2:1][C:2](=[O:3])[NH:4][c:5]1[nH:6][c:7]2[cH:8][c:9]([Br:17])[cH:10][cH:11][c:12]2[c:13]1[C:14](=[O:15])[NH2:16].[Na+:22].[OH2:33].[OH:23][B:24]([OH:25])[c:26]1[cH:27][cH:28][c:29]([F:30])[cH:31][cH:32]1.[cH:40]1[cH:41][cH:42][c:43]([P:44]([Pd:45]([P:46]([c:47]2[cH:48][cH:49][cH:50][cH:51][cH:52]2)([c:53]2[cH:54][cH:55][cH:56][cH:57][cH:58]2)[c:59]2[cH:60][cH:61][cH:62][cH:63][cH:64]2)([P:65]([c:66]2[cH:67][cH:68][cH:69][cH:70][cH:71]2)([c:72]2[cH:73][cH:74][cH:75][cH:76][cH:77]2)[c:78]2[cH:79][cH:80][cH:81][cH:82][cH:83]2)[P:84]([c:85]2[cH:86][cH:87][cH:88][cH:89][cH:90]2)([c:91]2[cH:92][cH:93][cH:94][cH:95][cH:96]2)[c:97]2[cH:98][cH:99][cH:100][cH:101][cH:102]2)([c:103]2[cH:104][cH:105][cH:106][cH:107][cH:108]2)[c:109]2[cH:110][cH:111][cH:112][cH:113][cH:114]2)[cH:115][cH:116]1>>[NH2:1][C:2](=[O:3])[NH:4][c:5]1[nH:6][c:7]2[cH:8][c:9](-[c:26]3[cH:27][cH:28][c:29]([F:30])[cH:31][cH:32]3)[cH:10][cH:11][c:12]2[c:13]1[C:14](=[O:15])[NH2:16]. The reactants are FC1(CCC(CC1)N1C(CC1)C(=O)OC)F (methyl 1-(4,4-difluorocyclohexyl)azetidine-2-carboxylate), O.[OH-].[Li+] (lithium hydroxide monohydrate). The product is FC1(CCC(CC1)N1C(CC1)C(=O)[O-])F.[Li+] (lithium 1-(4,4-difluorocyclohexyl)azetidine-2-carboxylate). Reaction SMILES: [F:1][C:2]1([F:16])[CH2:7][CH2:6][CH:5]([N:8]2[CH2:11][CH2:10][CH:9]2[C:12]([O:14]C)=[O:13])[CH2:4][CH2:3]1.O.[OH-].[Li+:19]>>[F:16][C:2]1([F:1])[CH2:3][CH2:4][CH:5]([N:8]2[CH2:11][CH2:10][CH:9]2[C:12]([O-:14])=[O:13])[CH2:6][CH2:7]1.[Li+:19] |f:1.2.3,4.5|. Procedure details: The reaction of methyl 1-(4,4-difluorocyclohexyl)azetidine-2-carboxylate 19B and lithium hydroxide monohydrate yielded lithium 1-(4,4-difluorocyclohexyl)azetidine-2-carboxylate as a light yellow solid (quant). MS ISP (m/e): 220.2 (100) [(M+H)]+, 200.2 (100) [(M−HF+H)]+.